From a dataset of the Open Reaction Database (ORD), a public repository of structured organic reaction records. describe an organic reaction: reactants, conditions, products, and yield Starting materials: FC1=C(C=CC(=C1)F)[C@]1(OC1)[C@H](C)O ((1S)-1-[(2R)-2-(2,4-difluorophenyl)-2-oxiranyl]ethanol), FC(OC1=CC=C(C=C1)N1C(NC=C1)=O)(F)F (1-(4-trifluoromethoxyphenyl)-2-(1H,3H)-imidazolone), N1C(NC=C1)=O (2(1H,3H)-imidazolone). Product: FC1=C(C=CC(=C1)F)[C@]1(OC1)[C@@H](C)OC=1N(C=CN1)C1=CC=C(C=C1)OC(F)(F)F ((2R)-2-(2,4-difluorophenyl)-2-[(1R)-1-[1-(4-trifluoromethoxyphenyl)-2-imidazolyloxy]ethyl]oxirane). Yield: 20.0%. RXN SMILES: [F:1][C:2]1[CH:7]=[C:6]([F:8])[CH:5]=[CH:4][C:3]=1[C@:9]1([C@@H:12]([OH:14])[CH3:13])[CH2:11][O:10]1.[F:15][C:16]([F:31])([F:30])[O:17][C:18]1[CH:23]=[CH:22][C:21]([N:24]2[CH:28]=[CH:27][NH:26][C:25]2=O)=[CH:20][CH:19]=1.N1C=CNC1=O>>[F:1][C:2]1[CH:7]=[C:6]([F:8])[CH:5]=[CH:4][C:3]=1[C@:9]1([C@H:12]([O:14][C:25]2[N:24]([C:21]3[CH:20]=[CH:19][C:18]([O:17][C:16]([F:31])([F:15])[F:30])=[CH:23][CH:22]=3)[CH:28]=[CH:27][N:26]=2)[CH3:13])[CH2:11][O:10]1. Procedure: In the same manner as in Reference Example 5, starting from 1.36 g of (1S)-1-[(2R)-2-(2,4-difluorophenyl)-2-oxiranyl]ethanol and 1.32 g of 1-(4-trifluoromethoxyphenyl)-2-(1H,3H)-imidazolone, 1-[(1R,2S)-2-(2,4-difluorophenyl)-2,3-epoxy-1-methylpropyl]-3-(4-trifluoromethoxyphenyl)-(2(1H,3H)-imidazolone (0.60 g) and 0.46 g of (2R)-2-(2,4-difluorophenyl)-2-[(1R)-1-[1-(4-trifluoromethoxyphenyl)-2-imidazolyloxy]ethyl]oxirane were obtained. The reactants are COC=1C=C(C(=O)OC)C=CC1CBr (methyl 3-methoxy-4-bromomethylbenzoate), ClC1=N[N-]C2=CC(=CC=C12)[N+](=O)[O-].[Na+] (sodium 3-chloro-6-nitroindazolide). The solvent is CO (methanol). The product is ClC1=NN(C2=CC(=CC=C12)[N+](=O)[O-])CC1=C(C=C(C(=O)OC)C=C1)OC (methyl 4-[3-chloro-6-nitroindazol-1-ylmethyl]-3-methoxybenzoate). Yield: 70.0%. As a reaction SMILES: [Cl:1][C:2]1[C:10]2[C:5](=[CH:6][C:7]([N+:11]([O-:13])=[O:12])=[CH:8][CH:9]=2)[N-:4][N:3]=1.[Na+].[CH3:15][O:16][C:17]1[CH:18]=[C:19]([CH:24]=[CH:25][C:26]=1[CH2:27]Br)[C:20]([O:22][CH3:23])=[O:21]>CO>[Cl:1][C:2]1[C:10]2[C:5](=[CH:6][C:7]([N+:11]([O-:13])=[O:12])=[CH:8][CH:9]=2)[N:4]([CH2:27][C:26]2[CH:25]=[CH:24][C:19]([C:20]([O:22][CH3:23])=[O:21])=[CH:18][C:17]=2[O:16][CH3:15])[N:3]=1 |f:0.1|. Reported procedure: A mixture of 2.19 g. of sodium 3-chloro-6-nitroindazolide in 50 ml. methanol was stirred with 2.85 g methyl 3-methoxy-4-bromomethylbenzoate for 2 hours. After addition of 150 ml. water, the resultant precipitate was collected and recrystallised from ethyl acetate to give methyl 4-[3-chloro-6-nitroindazol-1-ylmethyl]-3-methoxybenzoate in 70% yield as a solid, m.p. 167°-168.5° C. A mixture of 1.25 g. of this solid was hydrogenated in the presence of 385 mg. 5% w/w palladium on calcium carbonate in... Starting materials: Cl.ClC=1C=C(CN2CC(=CCC2)C(=O)O)C=CC1Cl (1-(3,4-dichlorobenzyl)-1,2,5,6-tetrahydropyridine-3-carboxylic acid hydrochloride), S(=O)(Cl)Cl (thionyl chloride). Reaction conditions: temperature 25 celsius, time 1 hour. Yields the product Cl.ClC=1C=C(CN2CC(=CCC2)C(=O)OCCCC)C=CC1Cl (n-butyl 1-(3,4-dichlorobenzyl)-1,2,5,6-tetrahydropyridine-3-carboxylate hydrochloride). Yield: 102.2%. RXN SMILES: Cl.[Cl:2][C:3]1[CH:4]=[C:5]([CH:16]=[CH:17][C:18]=1[Cl:19])[CH2:6][N:7]1[CH2:12][CH2:11][CH:10]=[C:9]([C:13]([OH:15])=[O:14])[CH2:8]1.S(Cl)(Cl)=O>>[ClH:2].[Cl:2][C:3]1[CH:4]=[C:5]([CH:16]=[CH:17][C:18]=1[Cl:19])[CH2:6][N:7]1[CH2:12][CH2:11][CH:10]=[C:9]([C:13]([O:15][CH2:4][CH2:3][CH2:18][CH3:17])=[O:14])[CH2:8]1 |f:0.1,3.4|. Procedure details: A mixture of 1-(3,4-dichlorobenzyl)-1,2,5,6-tetrahydropyridine-3-carboxylic acid hydrochloride (2.0 g.) and thionyl chloride (15 ml.) was heated under reflux for 30 minutes. Excess thionyl chloride was removed by evaporation and the residue was mixed with toluene and then evaporated. n-Butyl alcohol (30 ml.) was added to the cooled residual solid and the mixture was stirred at 25° C. for 1 hour, during which time all the solid dissolved. The solution obtained was heated under reflux for 10 minut... Reactants: C(C)(=O)SCCC=1C(C=C2C=CCNC12)(P(OCC)(=O)OCC)P(OCC)(=O)OCC (Dihydro-7-(2-acetylthioethyl)-1-pyrindine-6,6-bisphosphonic acid, tetraethyl ester), Cl (HCl). Product: SCCC=1C(C=C2C=CCNC12)(P(O)(=O)O)P(O)(=O)O (Dihydro-7-(2-mercaptoethyl)-1-pyrindine-6,6-bisphosphonic acid). Reaction SMILES: C([S:4][CH2:5][CH2:6][C:7]1[C:8]([P:24]([O:29]CC)(=[O:28])[O:25]CC)([P:16]([O:21]CC)(=[O:20])[O:17]CC)[CH:9]=[C:10]2[C:15]=1[NH:14][CH2:13][CH:12]=[CH:11]2)(=O)C.Cl>>[SH:4][CH2:5][CH2:6][C:7]1[C:8]([P:24]([OH:29])(=[O:25])[OH:28])([P:16]([OH:21])(=[O:17])[OH:20])[CH:9]=[C:10]2[C:15]=1[NH:14][CH2:13][CH:12]=[CH:11]2. Procedure: Dihydro-7-(2-acetylthioethyl)-1-pyrindine-6,6-bisphosphonic acid, tetraethyl ester (4.0 mmol) is added to 6N HCl (35 ml) and heated at reflux under nitrogen for 18 hours. The reaction mixture is then cooled and concentrated under reduced pressure. The product is obtained by recrystallizing from water and isopropanol. Solvent: C1(=CC=CC=C1)C (toluene), C1CCOC1 (THF). Yields the product C1(=CC=CC=C1)NN=CC=1C=C2C=3C=C(C=CC3N(C2=CC1)CC)C=NNC1=CC=CC=C1 (N-ethyl-3,6-diformylcarbazole bis(N-phenylhydrazone)). Reported procedure: Phenylhydrazine (0.2 mole, commercially available from Aldrich, Milwaukee, Wis.) and N-ethyl-3,6-diformylcarbazole (0.1 mole) were dissolved in 100 ml of a 1:1 v/v mixture of toluene and THF in 250 ml 3-neck round bottom flask equipped with a reflux condenser and a mechanical stirrer. The solution was refluxed for 2 hours. Thin layer chromatography indicated the disappearance of the starting materials. At the end of the reaction, the mixture was cooled to room temperature. The N-ethyl-3,6-diform... The reactants are C(C)N1C2=CC=C(C=C2C=2C=C(C=CC12)C=O)C=O (N-ethyl-3,6-diformylcarbazole), C1(=CC=CC=C1)NN (Phenylhydrazine). RXN SMILES: [C:1]1([NH:7][NH2:8])[CH:6]=[CH:5][CH:4]=[CH:3][CH:2]=1.[CH2:9]([N:11]1[C:23]2[CH:22]=[CH:21][C:20]([CH:24]=O)=[CH:19][C:18]=2[C:17]2[C:12]1=[CH:13][CH:14]=[C:15]([CH:26]=O)[CH:16]=2)[CH3:10]>C1(C)C=CC=CC=1.C1COCC1>[C:1]1([NH:7][N:8]=[CH:24][C:20]2[CH:19]=[C:18]3[C:23](=[CH:22][CH:21]=2)[N:11]([CH2:9][CH3:10])[C:12]2[CH:13]=[CH:14][C:15]([CH:26]=[N:8][NH:7][C:1]4[CH:6]=[CH:5][CH:4]=[CH:3][CH:2]=4)=[CH:16][C:17]3=2)[CH:6]=[CH:5][CH:4]=[CH:3][CH:2]=1.